This data is from the Open Reaction Database (ORD), a public repository of structured organic reaction records. The task is: describe an organic reaction: reactants, conditions, products, and yield The reactants are CC(=O)[O-], CCOCC, CCN(C(C)C)C(C)C, Cl, NC1CCC(C(O)(C(F)(F)F)C(F)(F)F)CC1, CN(C)C=O, O=S(=O)(Cl)c1ccccc1. Yields the product O=S(=O)(NC1CCC(C(O)(C(F)(F)F)C(F)(F)F)CC1)c1ccccc1. As a reaction SMILES: [CH3:1][C:2](=[O:3])[O-:4].[CH3:47][CH2:48][O:49][CH2:50][CH3:51].[CH:22]([N:23]([CH2:24][CH3:25])[CH:26]([CH3:27])[CH3:28])([CH3:29])[CH3:30].[ClH:41].[NH2:5][CH:6]1[CH2:7][CH2:8][CH:9]([C:12]([C:13]([F:14])([F:15])[F:16])([C:17]([F:18])([F:19])[F:20])[OH:21])[CH2:10][CH2:11]1.[O:42]=[CH:43][N:44]([CH3:45])[CH3:46].[c:31]1([S:37](=[O:38])(=[O:39])[Cl:40])[cH:32][cH:33][cH:34][cH:35][cH:36]1>>[NH:5]([CH:6]1[CH2:7][CH2:8][CH:9]([C:12]([C:13]([F:14])([F:15])[F:16])([C:17]([F:18])([F:19])[F:20])[OH:21])[CH2:10][CH2:11]1)[S:37]([c:31]1[cH:32][cH:33][cH:34][cH:35][cH:36]1)(=[O:38])=[O:39]. Reactants: CN(C1CCNCC1)C1Cc2ccccc2C1, Cc1ccccc1, Clc1ccnc2c1OCCO2, c1ccncc1. Yields the product CN(C1CCN(c2ccnc3c2OCCO3)CC1)C1Cc2ccccc2C1. As a reaction SMILES: [CH2:12]1[CH:13]([N:21]([CH3:22])[CH:23]2[CH2:24][CH2:25][NH:26][CH2:27][CH2:28]2)[CH2:14][c:15]2[cH:16][cH:17][cH:18][cH:19][c:20]21.[CH3:35][c:36]1[cH:37][cH:38][cH:39][cH:40][cH:41]1.[Cl:1][c:2]1[c:3]2[c:4]([n:5][cH:6][cH:7]1)[O:8][CH2:9][CH2:10][O:11]2.[cH:29]1[cH:30][cH:31][n:32][cH:33][cH:34]1>>[c:2]1([N:26]2[CH2:25][CH2:24][CH:23]([N:21]([CH:13]3[CH2:12][c:20]4[c:15]([cH:16][cH:17][cH:18][cH:19]4)[CH2:14]3)[CH3:22])[CH2:28][CH2:27]2)[c:3]2[c:4]([n:5][cH:6][cH:7]1)[O:8][CH2:9][CH2:10][O:11]2. Reaction SMILES: [NH2:1][C:2]1[C:3]([C:16]([O:18][CH3:19])=[O:17])=[N:4][CH:5]=[C:6]([CH2:8][C:9]2[CH:14]=[CH:13][C:12]([F:15])=[CH:11][CH:10]=2)[CH:7]=1.F[C:21](F)(F)C(OC(=O)C(F)(F)F)=O.CI>CO>[F:15][C:12]1[CH:11]=[CH:10][C:9]([CH2:8][C:6]2[CH:7]=[C:2]([NH:1][CH3:21])[C:3]([C:16]([O:18][CH3:19])=[O:17])=[N:4][CH:5]=2)=[CH:14][CH:13]=1. Yields the product FC1=CC=C(C=C1)CC=1C=C(C(=NC1)C(=O)OC)NC (methyl 5-[(4-fluorophenyl)methyl]-3-(methylamino)-2-pyridinecarboxylate). Run in CO (MeOH). Procedure: This compound was prepared from methyl 3-amino-5-[(4-fluorophenyl)methyl]-2-pyridinecarboxylate as described in Example 89, Steps 9-10 by reacting with trifluoroacetic anhydride, followed by alkylation with methyl iodide and subsequent deprotection upon heating in the presence of MeOH. Reactants: NC=1C(=NC=C(C1)CC1=CC=C(C=C1)F)C(=O)OC (methyl 3-amino-5-[(4-fluorophenyl)methyl]-2-pyridinecarboxylate), FC(C(=O)OC(C(F)(F)F)=O)(F)F (trifluoroacetic anhydride), CI (methyl iodide). Starting materials: C(=O)(C(F)(F)F)O (TFA), C1C2(CCC3=CC=CC(=C13)CN1C(OC3=C1C=C(C(=C3)S(=O)(=O)N(C3=NC=NS3)CC3=C(C=C(C=C3)OC)OC)F)=O)OCCO2 (3-((3′,4′-Dihydro-1′H-spiro[[1,3]dioxolane-2,2′-naphthalen]-8′-yl)methyl)-N-(2,4-dimethoxybenzyl)-5-fluoro-2-oxo-N-(1,2,4-thiadiazol-5-yl)-2,3-dihydrobenzo[d]oxazole-6-sulfonamide), C(=O)(C(F)(F)F)O (TFA). Solvent: CS(=O)C.CO (DMSO MeOH), C(Cl)Cl (DCM). Yields the product FC=1C(=CC2=C(N(C(O2)=O)CC2=CC=CC=3CCC(CC23)=O)C1)S(=O)(=O)NC1=NC=NS1 (5-Fluoro-2-oxo-3-((7-oxo-5,6,7,8-tetrahydronaphthalen-1-yl)methyl)-N-(1,2,4-thiadiazol-5-yl)-2,3-dihydrobenzo[d]oxazole-6-sulfonamide). Reaction SMILES: [CH2:1]1[C:10]2[C:5](=[CH:6][CH:7]=[CH:8][C:9]=2[CH2:11][N:12]2[C:16]3[CH:17]=[C:18]([F:41])[C:19]([S:21]([N:24](CC4C=CC(OC)=CC=4OC)[C:25]4[S:29][N:28]=[CH:27][N:26]=4)(=[O:23])=[O:22])=[CH:20][C:15]=3[O:14][C:13]2=[O:42])[CH2:4][CH2:3][C:2]21OCC[O:43]2.C(O)(C(F)(F)F)=O>C(Cl)Cl.CS(C)=O.CO>[F:41][C:18]1[C:19]([S:21]([NH:24][C:25]2[S:29][N:28]=[CH:27][N:26]=2)(=[O:22])=[O:23])=[CH:20][C:15]2[O:14][C:13](=[O:42])[N:12]([CH2:11][C:9]3[C:10]4[CH2:1][C:2](=[O:43])[CH2:3][CH2:4][C:5]=4[CH:6]=[CH:7][CH:8]=3)[C:16]=2[CH:17]=1 |f:3.4|. Reported procedure: To a flask containing 3-((3′,4′-dihydro-1′H-spiro[[1,3]dioxolane-2,2′-naphthalen]-8′-yl)methyl)-N-(2,4-dimethoxybenzyl)-5-fluoro-2-oxo-N-(1,2,4-thiadiazol-5-yl)-2,3-dihydrobenzo[d]oxazole-6-sulfonamide (19-4) (1.65 g, 2.467 mmol) in DCM (10 ml) was added TFA (8 ml, 104 mmol). The reaction mixture (clear pink/purple with R2 addition) was then capped (not under N2) & stirred at room temperature. Followed by LC/MS . . . added 3 additional portions of TFA then after several hours at room temperature... Starting materials: 21.6, N1CC1 (aziridine), C(O)([O-])=O.[Na+] (sodium hydrogen carbonate), 85, FC1=CC(=C(C(=O)Cl)C=C1)[N+](=O)[O-] (4-fluoro-2-nitro benzoyl chloride), [OH-].[Na+] (sodium hydroxide). Solvent: ClC(Cl)Cl (trichloromethane). Conditions: temperature 0 celsius, time 30 minute. Product: 75, FC1=CC(=C(C(=O)N2CC2)C=C1)[N+](=O)[O-] (1-(4-fluoro-2-nitrobenzoyl)aziridine). RXN SMILES: [NH:1]1[CH2:3][CH2:2]1.C(=O)([O-])O.[Na+].[F:9][C:10]1[CH:18]=[CH:17][C:13]([C:14](Cl)=[O:15])=[C:12]([N+:19]([O-:21])=[O:20])[CH:11]=1.[OH-].[Na+]>ClC(Cl)Cl>[F:9][C:10]1[CH:18]=[CH:17][C:13]([C:14]([N:1]2[CH2:3][CH2:2]2)=[O:15])=[C:12]([N+:19]([O-:21])=[O:20])[CH:11]=1 |f:1.2,4.5|. Procedure details: To a mixture of 21.6 parts of aziridine and 37.8 parts of sodium hydrogen carbonate is added dropwise a solution of 85 parts of 4-fluoro-2-nitro benzoyl chloride in 75 parts of trichloromethane while stirring vigorously at 0° C. Upon completion, stirring vigorously is continued for 30 minutes without cooling. After warming to 25° C, the reaction mixture is adjusted to pH 8 with a diluted sodium hydroxide solution. The product is extracted three times with trichloromethane. The combined extracts ... Reactants: O=C([O-])[O-], COC(=O)c1n[nH]c(C(=O)OC)c1OCc1ccccc1, [Cs+], [Cs+], O=[N+]([O-])c1ccccc1F, CN(C)C=O. Product: COC(=O)c1nn(-c2ccccc2[N+](=O)[O-])c(C(=O)OC)c1OCc1ccccc1. As a reaction SMILES: [C:32](=[O:33])([O-:34])[O-:35].[CH2:1]([c:2]1[cH:3][cH:4][cH:5][cH:6][cH:7]1)[O:8][c:9]1[c:10]([C:18](=[O:19])[O:20][CH3:21])[n:11][nH:12][c:13]1[C:14](=[O:15])[O:16][CH3:17].[Cs+:36].[Cs+:37].[F:22][c:23]1[c:24]([N+:29](=[O:30])[O-:31])[cH:25][cH:26][cH:27][cH:28]1.[O:38]=[CH:39][N:40]([CH3:41])[CH3:42]>>[CH2:1]([c:2]1[cH:3][cH:4][cH:5][cH:6][cH:7]1)[O:8][c:9]1[c:10]([C:18](=[O:19])[O:20][CH3:21])[n:11](-[c:23]2[c:24]([N+:29](=[O:30])[O-:31])[cH:25][cH:26][cH:27][cH:28]2)[n:12][c:13]1[C:14](=[O:15])[O:16][CH3:17].